The task is: describe an organic reaction: reactants, conditions, products, and yield. This data is from the Open Reaction Database (ORD), a public repository of structured organic reaction records. The reactants are CS(=O)(=O)Cl (Methanesulfonyl chloride), OCCC[Si](O[Si](O[Si](CCCO)(C)C)(O[Si](CCCO)(C)C)O[Si](CCCO)(C)C)(C)C (tetrakis(hydroxypropyldimethylsiloxy)silane). The solvent is N1=CC=CC=C1 (pyridine). Product: CS(=O)(=O)OCCC[Si](O[Si](O[Si](CCCOS(=O)(=O)C)(C)C)(O[Si](CCCOS(=O)(=O)C)(C)C)O[Si](CCCOS(=O)(=O)C)(C)C)(C)C (tetrakis(methanesulfonyloxypropyldimethylsiloxy)silane). Reaction SMILES: [CH3:1][S:2](Cl)(=[O:4])=[O:3].[OH:6][CH2:7][CH2:8][CH2:9][Si:10]([CH3:38])([CH3:37])[O:11][Si:12]([O:29][Si:30]([CH3:36])([CH3:35])[CH2:31][CH2:32][CH2:33][OH:34])([O:21][Si:22]([CH3:28])([CH3:27])[CH2:23][CH2:24][CH2:25][OH:26])[O:13][Si:14]([CH3:20])([CH3:19])[CH2:15][CH2:16][CH2:17][OH:18]>N1C=CC=CC=1>[CH3:1][S:2]([O:6][CH2:7][CH2:8][CH2:9][Si:10]([CH3:37])([CH3:38])[O:11][Si:12]([O:29][Si:30]([CH3:35])([CH3:36])[CH2:31][CH2:32][CH2:33][O:34][S:2]([CH3:1])(=[O:4])=[O:3])([O:13][Si:14]([CH3:19])([CH3:20])[CH2:15][CH2:16][CH2:17][O:18][S:2]([CH3:1])(=[O:4])=[O:3])[O:21][Si:22]([CH3:28])([CH3:27])[CH2:23][CH2:24][CH2:25][O:26][S:2]([CH3:1])(=[O:4])=[O:3])(=[O:4])=[O:3]. Procedure details: Tetrakis(bromopropyldimethylsiloxy)silane was synthesized by the following reactions starting from tetrakis(dimethylsiloxy)silane. Thus, allyloxytrimethylsilane was reacted with tetrakis(dimethylsiloxy)silane in the presence of a platinum 1,1,3,3-tetramethyl-1,3-divinyldisiloxane complex as catalyst to produce tetrakis(trimethylsiloxypropyldimethylsiloxy)silane, from which the trimethylsiloxy group was subsequently eliminated by the action of excess methanol to give tetrakis(hydroxypropyldimethy... The reactants are Intermediate 14, NC=1C(=C(C=CC1)C=1N=C(SC1C1=NC(=NC=C1)N)C(C)(C)C)F (4-[4-(3-amino-2-fluorophenyl)-2-(1,1-dimethylethyl)-1,3-thiazol-5-yl]-2-pyrimidinamine), CC1=C(C=C(C=C1)F)S(=O)(=O)Cl (2-methyl 5-fluorobenzenesulfonyl chloride). The product is NC1=NC=CC(=N1)C1=C(N=C(S1)C(C)(C)C)C=1C(=C(C=CC1)NS(=O)(=O)C1=C(C=CC(=C1)F)C)F (N-{3-[5-(2-Amino-4-pyrimidinyl)-2-(1,1-dimethylethyl)-1,3-thiazol-4-yl]-2-fluorophenyl}-5-fluoro-2-methylbenzenesulfonamide). The yield is 46.0%. RXN SMILES: [NH2:1][C:2]1[C:3]([F:24])=[C:4]([C:8]2[N:9]=[C:10]([C:20]([CH3:23])([CH3:22])[CH3:21])[S:11][C:12]=2[C:13]2[CH:18]=[CH:17][N:16]=[C:15]([NH2:19])[N:14]=2)[CH:5]=[CH:6][CH:7]=1.[CH3:25][C:26]1[CH:31]=[CH:30][C:29]([F:32])=[CH:28][C:27]=1[S:33](Cl)(=[O:35])=[O:34]>>[NH2:19][C:15]1[N:14]=[C:13]([C:12]2[S:11][C:10]([C:20]([CH3:21])([CH3:23])[CH3:22])=[N:9][C:8]=2[C:4]2[C:3]([F:24])=[C:2]([NH:1][S:33]([C:27]3[CH:28]=[C:29]([F:32])[CH:30]=[CH:31][C:26]=3[CH3:25])(=[O:34])=[O:35])[CH:7]=[CH:6][CH:5]=2)[CH:18]=[CH:17][N:16]=1. Reported procedure: Following a procedure analogous to the procedure described in Intermediate 14 using 4-[4-(3-amino-2-fluorophenyl)-2-(1,1-dimethylethyl)-1,3-thiazol-5-yl]-2-pyrimidinamine (0.082 g, 0.239 mmol) and 2-methyl 5-fluorobenzenesulfonyl chloride (0.055 g, 0.263 mmol) the title compound was obtained (57 mg, 0.11 mmol, 46% yield). 1H NMR (400 MHz, DMSO-d6) δ ppm 10.48 (s, 1H), 7.91 (d, J=5.3 Hz, 1H), 7.44 (dd, J=8.8, 2.6 Hz, 1H), 7.29-7.42 (m, 3H) 7.16-7.29 (m, 2H), 6.71 (s, 2H), 5.73 (d, J=5.1 Hz, 1H), ... As a reaction SMILES: [F:1][CH:2]([F:15])[CH2:3][O:4][C:5]1[CH:10]=[CH:9][C:8]([C:11](=O)[CH3:12])=[C:7]([CH3:14])[CH:6]=1.[CH3:16][C:17]([S@:20]([NH2:22])=[O:21])([CH3:19])[CH3:18]>>[F:1][CH:2]([F:15])[CH2:3][O:4][C:5]1[CH:10]=[CH:9][C:8]([CH:11]([NH:22][S@@:20]([C:17]([CH3:19])([CH3:18])[CH3:16])=[O:21])[CH3:12])=[C:7]([CH3:14])[CH:6]=1. Starting materials: FC(COC1=CC(=C(C=C1)C(C)=O)C)F (1-(4-(2,2-difluoroethoxy)-2-methylphenyl)ethanone), CC(C)(C)[S@@](=O)N ((R)-2-methylpropane-2-sulfinamide), Amine-1. The product is FC(COC1=CC(=C(C=C1)C(C)N[S@](=O)C(C)(C)C)C)F ((R)—N-(1-(4-(2,2-difluoroethoxy)-2-methylphenyl)ethyl)-2-methylpropane-2-sulfinamide). Isolated yield 42.0%. Procedure details: The title compound is prepared in 42% yield (1.0 g, clear colorless oil) from 1-(4-(2,2-difluoroethoxy)-2-methylphenyl)ethanone (1.6 g, 7.5 mmol, Step-1) and (R)-2-methylpropane-2-sulfinamide by the similar manner in Step-4 of Amine-1. Starting materials: OC1=C(C(=O)NCCO)C=C2C(=C1)OCO2 (2-(2-Hydroxy-4,5-methylenedioxybenzamido)ethanol), COC(OC)OC (trimethylorthoformate), C(=O)O (formic acid). Solvent: C(Cl)(Cl)Cl (chloroform), C(C)(=O)OCC (ethyl acetate). Yields the product O1COC2=CC3=C(C(N4C(O3)OC=C4)=O)C=C21 (10H-1,3-dioxolo[4,5-g]oxazolo[2,3-b][1,3]benzoxazin-10-one). Reaction SMILES: [OH:1][C:2]1[CH:13]=[C:12]2[O:14][CH2:15][O:16][C:11]2=[CH:10][C:3]=1[C:4]([NH:6][CH2:7][CH2:8][OH:9])=[O:5].[CH3:17]OC(OC)OC.C(O)=O>C(Cl)(Cl)Cl.C(OCC)(=O)C>[O:16]1[C:11]2[C:12](=[CH:13][C:2]3[O:1][CH:17]4[O:9][CH:8]=[CH:7][N:6]4[C:4](=[O:5])[C:3]=3[CH:10]=2)[O:14][CH2:15]1. Procedure details: 2-(2-Hydroxy-4,5-methylenedioxybenzamido)ethanol (8.9 g; 40 mmol) was suspended in 320 mL dry chloroform, to which trimethylorthoformate (32 mL, 290 mmol) and formic acid (7.8 mL, 170 mmol) were added. The suspension was heated to reflux for 2.5 hours and diluted with ethyl acetate. The diluted solution was washed with a sodium bicarbonate buffer (pH 10), followed by a saturated sodium chloride solution and finally, dried over anhydrous sodium sulfate. The solution was evaporated onto silica gel... Solvent: CN1CCCC1=O (NMP). The reactants are BrC=1N=C(N(C1C1=NC(=NC=C1)Cl)COCC[Si](C)(C)C)C1CC1 (4-(4-bromo-2-cyclopropyl-1-((2-(trimethylsilyl)ethoxy)methyl)-1H-imidazol-5-yl)-2-chloropyrimidine), NCCC#N (3-aminopropionitrile), C(C)(C)N(CC)C(C)C (diisopropylethylamine), C(=O)([O-])[O-].[Na+].[Na+] (Na2CO3). Conditions: temperature 90 celsius. The product is BrC=1N=C(N(C1C1=NC(=NC=C1)CCC#N)COCC[Si](C)(C)C)C1CC1 (3-(4-(4-bromo-2-cyclopropyl-1-((2-(trimethylsilyl)ethoxy)methyl)-1H-imidazol-5-yl)pyrimidin-2-yl)propanenitrile). RXN SMILES: [Br:1][C:2]1[N:3]=[C:4]([CH:22]2[CH2:24][CH2:23]2)[N:5]([CH2:14][O:15][CH2:16][CH2:17][Si:18]([CH3:21])([CH3:20])[CH3:19])[C:6]=1[C:7]1[CH:12]=[CH:11][N:10]=[C:9](Cl)[N:8]=1.[NH2:25][CH2:26][CH2:27][C:28]#N.C(N(C(C)C)CC)(C)C.C([O-])([O-])=O.[Na+].[Na+]>CN1C(=O)CCC1>[Br:1][C:2]1[N:3]=[C:4]([CH:22]2[CH2:24][CH2:23]2)[N:5]([CH2:14][O:15][CH2:16][CH2:17][Si:18]([CH3:21])([CH3:20])[CH3:19])[C:6]=1[C:7]1[CH:12]=[CH:11][N:10]=[C:9]([CH2:28][CH2:27][C:26]#[N:25])[N:8]=1 |f:3.4.5|. Reported procedure: A mixture of 4-(4-bromo-2-cyclopropyl-1-((2-(trimethylsilyl)ethoxy)methyl)-1H-imidazol-5-yl)-2-chloropyrimidine (I-1a, step 5, 3.50 g, 8.14 mmol), 3-aminopropionitrile (1.79 mL, 24.4 mmol), diisopropylethylamine (2.84 ml, 16.3 mmol) and Na2CO3 (1.73 g, 16.3 mmol) in dry NMP (4 mL) was heated at 90° C. for 8 hours. The reaction was cooled to room temperature, and then partitioned between EtOAc (100 mL) and water (100 mL), and the layers separated. The organic portion was washed with water (100 mL... The yield is 77.1%. Starting materials: C(CS)(=O)OC (methyl thioglycolate), FC1=C(C=O)C=C(C=C1)F (2,5-difluorobenzaldehyde). Product: FC1=CC2=C(SC(=C2)C(=O)OC)C=C1 (methyl 5-fluorobenzo[b]thiophene-2-carboxylate). RXN SMILES: [C:1]([O:5][CH3:6])(=[O:4])[CH2:2][SH:3].F[C:8]1[CH:15]=[CH:14][C:13]([F:16])=[CH:12][C:9]=1[CH:10]=O>>[F:16][C:13]1[CH:14]=[CH:15][C:8]2[S:3][C:2]([C:1]([O:5][CH3:6])=[O:4])=[CH:10][C:9]=2[CH:12]=1. Procedure: In a similar manner to Example 9 Method A, methyl thioglycolate (75.2 g) was reacted with 2,5-difluorobenzaldehyde (101.8 g) to give methyl 5-fluorobenzo[b]thiophene-2-carboxylate which was hydrolysed to give 5-fluorobenzo[b]thiophene-2-carboxylic acid which was decarboxylated to give 5-fluorobenzo[b]thiophene (31 g) as an orange oil which was used without further purification.